Dataset: the Open Reaction Database (ORD), a public repository of structured organic reaction records. Task: describe an organic reaction: reactants, conditions, products, and yield Starting materials: COC(C1=CC(=CC(=C1)O)O)=O (3,5-dihydroxybenzoic acid methyl ester), 3-[(4-phenylmethoxy)phenoxy]propyl bromide, C([O-])([O-])=O.[K+].[K+] (potassium carbonate), COC(C1=CC(=CC(=C1)OCCCOC1=CC=C(C=C1)OCC1=CC=CC=C1)OCCCOC1=CC=C(C=C1)OCC1=CC=CC=C1)=O (3,5-bis[3-[4-(phenylmethoxy)phenoxy]propoxy]benzoic acid methyl ester). The solvent is CC(=O)C (acetone), CN(C)C=O (DMF). Product: COC(C1=CC(=CC(=C1)OCCCOC1=CC=C(C=C1)OCC1=CC=CC=C1)O)=O (3-hydroxy-5-[3-[4-(phenylmethoxy)phenoxy]propoxy]benzoic acid methyl ester). Yield: 30.0%. As a reaction SMILES: COC(=O)C1C=C(O)C=C(O)C=1.C(=O)([O-])[O-].[K+].[K+].[CH3:19][O:20][C:21](=[O:66])[C:22]1[CH:27]=[C:26]([O:28][CH2:29][CH2:30][CH2:31][O:32][C:33]2[CH:38]=[CH:37][C:36]([O:39][CH2:40][C:41]3[CH:46]=[CH:45][CH:44]=[CH:43][CH:42]=3)=[CH:35][CH:34]=2)[CH:25]=[C:24]([O:47]CCCOC2C=CC(OCC3C=CC=CC=3)=CC=2)[CH:23]=1>CC(C)=O.CN(C=O)C>[CH3:19][O:20][C:21](=[O:66])[C:22]1[CH:27]=[C:26]([O:28][CH2:29][CH2:30][CH2:31][O:32][C:33]2[CH:38]=[CH:37][C:36]([O:39][CH2:40][C:41]3[CH:46]=[CH:45][CH:44]=[CH:43][CH:42]=3)=[CH:35][CH:34]=2)[CH:25]=[C:24]([OH:47])[CH:23]=1 |f:1.2.3|. Reported procedure: A mixture of 2.0 g (11.9 mmol) of 3,5-dihydroxybenzoic acid methyl ester, 3.8 g (11.9 mmol) of 3-[(4-phenylmethoxy)phenoxy]propyl bromide and 1.7 g (12.3 mmol) of potassium carbonate in 40 ml of acetone and 2 ml of DMF was stirred at reflux for 24 hours. The solvents were removed at reduced pressure, the residue was stirred with methylene chloride and filtered. The filtrate was concentrated to a solid which was recrystallized from methylene chloride-methanol to give 1.77 g, mp 134°-136°, of 3,5-... The product is CC(C)(C)OC(=O)NCC1(C(CC#N)n2cc(-c3ncnc4c3ccn4COCC[Si](C)(C)C)cn2)CCCC1. Starting materials: CC(C)(C)OC(=O)NCC1(C=CC#N)CCCC1, CC(C)(C)OC(=O)NCC1(C=CC#N)CCCC1, C1CCC2=NCCCN2CC1, C[Si](C)(C)CCOCn1ccc2c(-c3cn[nH]c3)ncnc21. Reaction SMILES: [C:23](#[N:24])[CH:25]=[CH:26][C:27]1([CH2:32][NH:33][C:34]([O:35][C:36]([CH3:37])([CH3:38])[CH3:39])=[O:40])[CH2:28][CH2:29][CH2:30][CH2:31]1.[C:41]([CH:42]=[CH:43][C:44]1([CH2:45][NH:46][C:47](=[O:48])[O:49][C:50]([CH3:51])([CH3:52])[CH3:53])[CH2:54][CH2:55][CH2:56][CH2:57]1)#[N:58].[CH2:59]1[CH2:60][CH2:61][C:62]2=[N:67][CH2:66][CH2:65][CH2:64][N:63]2[CH2:68][CH2:69]1.[nH:1]1[n:2][cH:3][c:4](-[c:6]2[c:7]3[c:8]([n:9][cH:10][n:11]2)[n:12]([CH2:15][O:16][CH2:17][CH2:18][Si:19]([CH3:20])([CH3:21])[CH3:22])[cH:13][cH:14]3)[cH:5]1>>[n:1]1([CH:26]([CH2:25][C:23]#[N:24])[C:27]2([CH2:32][NH:33][C:34]([O:35][C:36]([CH3:37])([CH3:38])[CH3:39])=[O:40])[CH2:28][CH2:29][CH2:30][CH2:31]2)[n:2][cH:3][c:4](-[c:6]2[c:7]3[c:8]([n:9][cH:10][n:11]2)[n:12]([CH2:15][O:16][CH2:17][CH2:18][Si:19]([CH3:20])([CH3:21])[CH3:22])[cH:13][cH:14]3)[cH:5]1. The reactants are CCOC(=O)C(Cc1cnc(NC(=O)OC(C)(C)C)s1)C(=O)O, C=O, CCNCC, ClCCl, O. RXN SMILES: [CH2:1]([CH3:2])[O:3][C:4]([CH:5]([C:6]([OH:7])=[O:8])[CH2:9][c:10]1[cH:11][n:12][c:13]([NH:15][C:16](=[O:17])[O:18][C:19]([CH3:20])([CH3:21])[CH3:22])[s:14]1)=[O:23].[CH2:24]=[O:25].[CH2:29]([NH:30][CH2:31][CH3:32])[CH3:33].[Cl:26][CH2:27][Cl:28].[OH2:34]>>[CH2:1]([CH3:2])[O:3][C:4]([C:5](=[CH2:6])[CH2:9][c:10]1[cH:11][n:12][c:13]([NH:15][C:16](=[O:17])[O:18][C:19]([CH3:20])([CH3:21])[CH3:22])[s:14]1)=[O:23]. The product is C=C(Cc1cnc(NC(=O)OC(C)(C)C)s1)C(=O)OCC. Starting materials: [OH-].[Na+] (NaOH), C(C)OC(=O)C1=NN(C=C1C(NC1=NC=2N(C=C1)C=C(N2)C2=CC=CC=C2)=O)C (1-methyl-4-(2-phenyl-imidazo[1,2-a]pyrimidin-7-ylcarbamoyl)-1H-pyrazole-3-carboxylic acid ethyl ester), Cl (HCl), O (Water). The solvent is C1CCOC1 (THF), CO (methanol). Reaction conditions: time 3 hour. The product is CN1N=C(C(=C1)C(NC1=NC=2N(C=C1)C=C(N2)C2=CC=CC=C2)=O)C(=O)O (1-Methyl-4-(2-phenyl-imidazo[1,2-a]pyrimidin-7-ylcarbamoyl)-1H-pyrazole-3-carboxylic acid). Isolated yield 44.2%. As a reaction SMILES: [OH-].[Na+].C([O:5][C:6]([C:8]1[C:12]([C:13](=[O:30])[NH:14][C:15]2[CH:20]=[CH:19][N:18]3[CH:21]=[C:22]([C:24]4[CH:29]=[CH:28][CH:27]=[CH:26][CH:25]=4)[N:23]=[C:17]3[N:16]=2)=[CH:11][N:10]([CH3:31])[N:9]=1)=[O:7])C.O.Cl>C1COCC1.CO>[CH3:31][N:10]1[CH:11]=[C:12]([C:13](=[O:30])[NH:14][C:15]2[CH:20]=[CH:19][N:18]3[CH:21]=[C:22]([C:24]4[CH:29]=[CH:28][CH:27]=[CH:26][CH:25]=4)[N:23]=[C:17]3[N:16]=2)[C:8]([C:6]([OH:7])=[O:5])=[N:9]1 |f:0.1|. Procedure: NaOH (3N, 1.5 ml) was added to a solution of 1-methyl-4-(2-phenyl-imidazo[1,2-a]pyrimidin-7-ylcarbamoyl)-1H-pyrazole-3-carboxylic acid ethyl ester (390 mg, 1.5 mmol) in a mixture of THF (5 ml) and methanol (5 ml), and the mixture was stirred for 3 h at RT. Water (10 ml) was added, and the mixture was acidified (pH=3) by addition of HCl. The mixture was stirred for 30 min and filtered. The obtained precipitate was washed with a small amount of water, and was dried under vacuum. The thus obtained ... Reactants: CC1=C(C=C(C=C1)O)[N+](=O)[O-] (4-methyl-3-nitrophenol), C(CCC)Br (butyl bromide), C([O-])([O-])=O.[Na+].[Na+] (sodium carbonate), CN(C)C=O (DMF). The solvent is CC(C)(C)OC (MTBE). Conditions: temperature 80 celsius. Product: C(CCC)OC1=CC(=C(C=C1)C)[N+](=O)[O-] (4-Butoxy-1-methyl-2-nitrobenzene). RXN SMILES: [CH3:1][C:2]1[CH:7]=[CH:6][C:5]([OH:8])=[CH:4][C:3]=1[N+:9]([O-:11])=[O:10].[CH2:12](Br)[CH2:13][CH2:14][CH3:15].C(=O)([O-])[O-].[Na+].[Na+].CN(C=O)C>CC(OC)(C)C>[CH2:12]([O:8][C:5]1[CH:6]=[CH:7][C:2]([CH3:1])=[C:3]([N+:9]([O-:11])=[O:10])[CH:4]=1)[CH2:13][CH2:14][CH3:15] |f:2.3.4|. Reported procedure: A mixture of 4-methyl-3-nitrophenol (10.0 g), butyl bromide (9.4 g), sodium carbonate (6.9 g) and DMF (50 mL) was heated at 80° C. for 7 hours. The cooled reaction solution was diluted with MTBE and washed twice each with water and sodium hydroxide solution. The organic phase was dried and concentrated. The product with the molecular weight of 209.25 (C11H15NO3) was obtained in this way; MS (ESI): 210 (M+H+). Reactants: O=C1CC(C(O1)OCCC1=CC=CC=C1)NC(=O)C1N(CCC1)C(C(C)NC(C1=CC(=C(C=C1)N)Cl)=O)=O (1-[2-(4-Amino-3-chloro-benzoylamino)-propionyl]-pyrrolidine-2-carboxylic acid (5-oxo-2-phenethyloxy-tetrahydro-furan-3-yl)-amide), C(C=C)OC(NC1C(OC(C1)=O)OCCC1=CC=CC=C1)=O ((5-oxo-2-phenethyloxy-tetrahydro-furan-3-yl)-carbamic acid allyl ester), NC1=C(C=C(C(=O)NC(C(=O)N2C(CCC2)C(=O)O)C)C=C1)Cl (1-[2-(4-Amino-3-chloro-benzoylamino)-propionyl]-pyrrolidine-2-carboxylic acid). Yields the product C(C1=CC=CC=C1)OC1OC(CC1NC(=O)C1N(CCC1)C(C(C)NC(C1=CC(=C(C=C1)N)Cl)=O)=O)=O (1-[2-(4-Amino-3-chloro-benzoylamino)-propionyl]-pyrrolidine-2-carboxylic acid (2-benzyloxy-5-oxo-tetrahydro-furan-3-yl)-amide), solid. The yield is 51.0%. As a reaction SMILES: C(O[C:5](=[O:22])[NH:6][CH:7]1[CH2:11][C:10](=[O:12])[O:9][CH:8]1[O:13][CH2:14][CH2:15][C:16]1[CH:21]=[CH:20][CH:19]=[CH:18]C=1)C=C.[NH2:23][C:24]1[CH:44]=[CH:43][C:27]([C:28]([NH:30][CH:31]([CH3:42])[C:32]([N:34]2[CH2:38][CH2:37][CH2:36][CH:35]2C(O)=O)=[O:33])=[O:29])=[CH:26][C:25]=1[Cl:45].O=C1OC(OCCC2C=CC=CC=2)C(NC(C2CCCN2C(=O)C(NC(=O)C2C=CC(N)=C(Cl)C=2)C)=O)C1>>[CH2:14]([O:13][CH:8]1[CH:7]([NH:6][C:5]([CH:35]2[CH2:36][CH2:37][CH2:38][N:34]2[C:32](=[O:33])[CH:31]([NH:30][C:28](=[O:29])[C:27]2[CH:43]=[CH:44][C:24]([NH2:23])=[C:25]([Cl:45])[CH:26]=2)[CH3:42])=[O:22])[CH2:11][C:10](=[O:12])[O:9]1)[C:15]1[CH:16]=[CH:21][CH:20]=[CH:19][CH:18]=1. Reported procedure: Was prepared from the syn diastereomer of (2-benzyloxy-5-oxo-tetrahydro-furan-3-yl)-carbamic acid allyl ester (40) and 97a following the method used for 98a. The title compound was isolated as a pale yellow solid (720 mg, 51% yield). 1H-NMR (500 MHz, CD3OD) δ 1.16 (d, 0.5H), 1.40 (d, 2.5H), 1.64-2.25 (m, 4H), 2.61 (dd, 1H), 2.79 (dd, 1H), 3.37-3.59 (m, 1H), 3.59-3.74 (m, 1H), 3.77-3.92 (m, 1H), 4.29-4.47 (m, 1H), 4.47-5.02 (m, 4H), 5.48 (s, 0.5H), 5.66 (d, 1H), 5.68 (d, 0.5H), 6.79 (d, 1H), 7.17... Starting materials: ClC1=C2C(=NC=N1)NN=C2 (4-chloro-1H-pyrazolo[3,4-d]pyrimidine), COC1=CC=C(C=C1)C=1N=C(NC1)C1CCNCC1 (4-[4-(4-Methoxy-phenyl)-1H-imidazol-2-yl]-piperidine), C(C)(C)O (isopropyl alcohol), C(C)(C)N(CC)C(C)C (diisopropylethylamine). Solvent: CO.C(Cl)Cl (MeOH DCM). Run at temperature 70 celsius, time 1 hour. Product: COC1=CC=C(C=C1)C=1N=C(NC1)C1CCN(CC1)C1=C2C(=NC=N1)NN=C2 (4-{4-[4-(4-Methoxy-phenyl)-1H-imidazol-2-yl]-piperidin-1-yl}-1H-pyrazolo[3,4-d]pyrimidine). Reaction SMILES: Cl[C:2]1[N:7]=[CH:6][N:5]=[C:4]2[NH:8][N:9]=[CH:10][C:3]=12.[CH3:11][O:12][C:13]1[CH:18]=[CH:17][C:16]([C:19]2[N:20]=[C:21]([CH:24]3[CH2:29][CH2:28][NH:27][CH2:26][CH2:25]3)[NH:22][CH:23]=2)=[CH:15][CH:14]=1.C(O)(C)C.C(N(C(C)C)CC)(C)C>CO.C(Cl)Cl>[CH3:11][O:12][C:13]1[CH:18]=[CH:17][C:16]([C:19]2[N:20]=[C:21]([CH:24]3[CH2:29][CH2:28][N:27]([C:2]4[N:7]=[CH:6][N:5]=[C:4]5[NH:8][N:9]=[CH:10][C:3]=45)[CH2:26][CH2:25]3)[NH:22][CH:23]=2)=[CH:15][CH:14]=1 |f:4.5|. Reported procedure: Place 4-chloro-1H-pyrazolo[3,4-d]pyrimidine (135 mg; 1.10 equiv; 873.45 μmoles) and 4-[4-(4-Methoxy-phenyl)-1H-imidazol-2-yl]-piperidine (205 mg, 1.00 equiv; 796.63 μmoles; 205.00 mg) in a microwave vial and dissolve in isopropyl alcohol (3 mL; 39.24 mmoles; 3.00 mL). Add diisopropylethylamine (0.5 mL; 2.87 mmoles; 500.00 μL). Heat the mixture to 70° C. in a microwave with stirring on and hold for 1 hr. Dissolve in 5% MeOH/DCM and wash with saturated aqueous sodium bicarbonate. Dry over sodium s...